This data is from the Open Reaction Database (ORD), a public repository of structured organic reaction records. The task is: describe an organic reaction: reactants, conditions, products, and yield Starting materials: CON1C(C2COC(C)(C)O2)OC2=CC(=O)c3ccccc3C21CCC(C)C, Cl, C1CCOC1. Product: Cl, CONC1(CCC(C)C)C(O)=CC(=O)c2ccccc21. Reaction SMILES: [CH3:1][C:2]1([CH3:3])[O:4][CH:5]([CH:6]2[O:8][C:9]3=[CH:21][C:20](=[O:22])[c:19]4[c:14]([cH:15][cH:16][cH:17][cH:18]4)[C:10]3([CH2:23][CH2:24][CH:25]([CH3:26])[CH3:27])[N:11]2[O:12][CH3:13])[CH2:7][O:28]1.[ClH:29].[O:30]1[CH2:31][CH2:32][CH2:33][CH2:34]1>>[ClH:29].[OH:8][C:9]1=[CH:21][C:20](=[O:22])[c:19]2[c:14]([cH:15][cH:16][cH:17][cH:18]2)[C:10]1([NH:11][O:12][CH3:13])[CH2:23][CH2:24][CH:25]([CH3:26])[CH3:27]. Product: ClC=1C(=NC=CN1)OC1=CC=C(N)C=C1 (4-(3-CHLOROPYRAZIN-2-YLOXY)ANILINE). Run at time 8 hour. The reactants are ClC1=NC=CN=C1Cl (2,3-dichloropyrazine), NC1=CC=C(C=C1)O (4-aminophenol), C([O-])([O-])=O.[Cs+].[Cs+] (cesium carbonate). The solvent is CS(=O)C (DMSO), O (water). RXN SMILES: Cl[C:2]1[C:7]([Cl:8])=[N:6][CH:5]=[CH:4][N:3]=1.[NH2:9][C:10]1[CH:15]=[CH:14][C:13]([OH:16])=[CH:12][CH:11]=1.C(=O)([O-])[O-].[Cs+].[Cs+]>CS(C)=O.O>[Cl:8][C:7]1[C:2]([O:16][C:13]2[CH:14]=[CH:15][C:10]([NH2:9])=[CH:11][CH:12]=2)=[N:3][CH:4]=[CH:5][N:6]=1 |f:2.3.4|. Reported procedure: To a round-bottomed flask was added 2,3-dichloropyrazine (7.3582 g, 49.4 mmol), 4-aminophenol (5.39 g, 49.4 mmol), and cesium carbonate (48.3 g, 148 mmol) in DMSO (165 mL) at 110° C. to stir overnight. The reaction mixture was diluted with water and extracted with EtOAc. The organic extract was washed with water, sat NaCl, sat sodium bicarbonate, dried with magnesium sulfate, filtered, and concentrated to give the title compound. MS (ESI, pos. ion) m/z: 222.1.